This data is from the Open Reaction Database (ORD), a public repository of structured organic reaction records. The task is: describe an organic reaction: reactants, conditions, products, and yield The reactants are CCOC(=O)Cc1ccc(OC)c(Oc2ccc([N+](=O)[O-])cc2CN(CC)C(C)=O)c1, CN(C)N, [Cl-]. Product: CCOC(=O)Cc1ccc(OC)c(Oc2ccc(N)cc2CN(CC)C(C)=O)c1. RXN SMILES: [CH2:1]([CH3:2])[O:3][C:4]([CH2:5][c:6]1[cH:7][c:8]([O:14][c:15]2[c:16]([CH2:24][N:25]([CH2:26][CH3:27])[C:28]([CH3:29])=[O:30])[cH:17][c:18]([N+:21]([O-:22])=[O:23])[cH:19][cH:20]2)[c:9]([O:12][CH3:13])[cH:10][cH:11]1)=[O:31].[CH3:32][N:33]([NH2:34])[CH3:35].[Cl-:36]>>[CH2:1]([CH3:2])[O:3][C:4]([CH2:5][c:6]1[cH:7][c:8]([O:14][c:15]2[c:16]([CH2:24][N:25]([CH2:26][CH3:27])[C:28]([CH3:29])=[O:30])[cH:17][c:18]([NH2:21])[cH:19][cH:20]2)[c:9]([O:12][CH3:13])[cH:10][cH:11]1)=[O:31].